This data is from the Open Reaction Database (ORD), a public repository of structured organic reaction records. The task is: describe an organic reaction: reactants, conditions, products, and yield The reactants are Nc1ncnc2scc(Br)c12, C1COCCO1, Cc1cccc(CC(=O)N2CCc3cc(B4OC(C)(C)C(C)(C)O4)ccc32)c1, [Na+], O=C([O-])O. The product is Cc1cccc(CC(=O)N2CCc3cc(-c4csc5ncnc(N)c45)ccc32)c1. As a reaction SMILES: [Br:1][c:2]1[cH:3][s:4][c:5]2[n:6][cH:7][n:8][c:9]([NH2:11])[c:10]12.[CH2:40]1[O:41][CH2:42][CH2:43][O:44][CH2:45]1.[CH3:12][c:13]1[cH:14][c:15]([CH2:19][C:20](=[O:21])[N:22]2[CH2:23][CH2:24][c:25]3[cH:26][c:27]([B:31]4[O:32][C:33]([CH3:34])([CH3:35])[C:36]([CH3:37])([CH3:38])[O:39]4)[cH:28][cH:29][c:30]32)[cH:16][cH:17][cH:18]1.[Na+:50].[O-:46][C:47]([OH:48])=[O:49]>>[c:2]1(-[c:27]2[cH:26][c:25]3[c:30]([cH:29][cH:28]2)[N:22]([C:20]([CH2:19][c:15]2[cH:14][c:13]([CH3:12])[cH:18][cH:17][cH:16]2)=[O:21])[CH2:23][CH2:24]3)[cH:3][s:4][c:5]2[n:6][cH:7][n:8][c:9]([NH2:11])[c:10]12. Starting materials: C1CCOC1, CN1CCN(C)C(CO)C1, [H-], [Na+], O=C(Oc1ccc([N+](=O)[O-])cc1)N1CCN(c2ccccc2)CC1. Product: CN1CCN(C)C(COC(=O)N2CCN(c3ccccc3)CC2)C1. RXN SMILES: [CH2:37]1[O:38][CH2:39][CH2:40][CH2:41]1.[CH3:1][N:2]1[CH:3]([CH2:9][OH:10])[CH2:4][N:5]([CH3:8])[CH2:6][CH2:7]1.[H-:11].[Na+:12].[c:13]1([N:19]2[CH2:20][CH2:21][N:22]([C:25](=[O:26])[O:27][c:28]3[cH:29][cH:30][c:31]([N+:32]([O-:33])=[O:34])[cH:35][cH:36]3)[CH2:23][CH2:24]2)[cH:14][cH:15][cH:16][cH:17][cH:18]1>>[CH3:1][N:2]1[CH:3]([CH2:9][O:10][C:25]([N:22]2[CH2:21][CH2:20][N:19]([c:13]3[cH:14][cH:15][cH:16][cH:17][cH:18]3)[CH2:24][CH2:23]2)=[O:26])[CH2:4][N:5]([CH3:8])[CH2:6][CH2:7]1. Starting materials: CC(C)(C)OC(=O)CCC(NC(=O)CC(O)C=CCCSC(c1ccccc1)(c1ccccc1)c1ccccc1)C(=O)NC(CSC(c1ccccc1)(c1ccccc1)c1ccccc1)C(=O)NC1(C(O)CC(=O)O)CC1, CN(C)c1ccncc1, ClCCl. The product is CC(C)(C)OC(=O)CCC1NC(=O)CC(C=CCCSC(c2ccccc2)(c2ccccc2)c2ccccc2)OC(=O)CC(O)C2(CC2)NC(=O)C(CSC(c2ccccc2)(c2ccccc2)c2ccccc2)NC1=O. Reaction SMILES: [C:1]([CH3:2])([CH3:3])([CH3:4])[O:5][C:6]([CH2:7][CH2:8][CH:9]([NH:10][C:11]([CH2:12][CH:13]([CH:14]=[CH:15][CH2:16][CH2:17][S:18][C:19]([c:20]1[cH:21][cH:22][cH:23][cH:24][cH:25]1)([c:26]1[cH:27][cH:28][cH:29][cH:30][cH:31]1)[c:32]1[cH:33][cH:34][cH:35][cH:36][cH:37]1)[OH:38])=[O:39])[C:40]([NH:41][CH:42]([CH2:43][S:44][C:45]([c:46]1[cH:47][cH:48][cH:49][cH:50][cH:51]1)([c:52]1[cH:53][cH:54][cH:55][cH:56][cH:57]1)[c:58]1[cH:59][cH:60][cH:61][cH:62][cH:63]1)[C:64]([NH:65][C:66]1([CH:69]([CH2:70][C:71](=[O:72])[OH:73])[OH:74])[CH2:67][CH2:68]1)=[O:75])=[O:76])=[O:77].[CH3:78][N:79]([c:80]1[cH:81][cH:82][n:83][cH:84][cH:85]1)[CH3:86].[Cl:87][CH2:88][Cl:89]>>[C:1]([CH3:2])([CH3:3])([CH3:4])[O:5][C:6]([CH2:7][CH2:8][CH:9]1[NH:10][C:11](=[O:39])[CH2:12][CH:13]([CH:14]=[CH:15][CH2:16][CH2:17][S:18][C:19]([c:20]2[cH:21][cH:22][cH:23][cH:24][cH:25]2)([c:26]2[cH:27][cH:28][cH:29][cH:30][cH:31]2)[c:32]2[cH:33][cH:34][cH:35][cH:36][cH:37]2)[O:38][C:71](=[O:72])[CH2:70][CH:69]([OH:74])[C:66]2([NH:65][C:64](=[O:75])[CH:42]([CH2:43][S:44][C:45]([c:46]3[cH:47][cH:48][cH:49][cH:50][cH:51]3)([c:52]3[cH:53][cH:54][cH:55][cH:56][cH:57]3)[c:58]3[cH:59][cH:60][cH:61][cH:62][cH:63]3)[NH:41][C:40]1=[O:76])[CH2:67][CH2:68]2)=[O:77]. Starting materials: C1(CC1)C=1N=CN(C1)C1=NCC(N2C(C3=CC=CC(=C3CC2)I)=C1C)=O (2-(4-cyclopropyl-1H-imidazol-1-yl)-9-iodo-1-methyl-7,8-dihydro-[1,4]diazepino[7,1-a]isoquinolin-5(4H)-one), CC1=NOC(=C1)[Sn](CCCC)(CCCC)CCCC (3-methyl-5-(tributylstannyl)isoxazole). Reagents/catalysts: C=1C=CC(=CC1)[P](C=2C=CC=CC2)(C=3C=CC=CC3)[Pd]([P](C=4C=CC=CC4)(C=5C=CC=CC5)C=6C=CC=CC6)([P](C=7C=CC=CC7)(C=8C=CC=CC8)C=9C=CC=CC9)[P](C=1C=CC=CC1)(C=1C=CC=CC1)C=1C=CC=CC1 (Pd(PPh3)4). The solvent is O1CCOCC1 (dioxane). Reaction conditions: temperature 140 celsius, time 1 minute. Yields the product C1(CC1)C=1N=CN(C1)C1=NCC(N2C(C3=CC=CC(=C3CC2)C2=CC(=NO2)C)=C1C)=O (2-(4-cyclopropyl-1H-imidazol-1-yl)-1-methyl-9-(3-methylisoxazol-5-yl)-7,8-dihydro-[1,4]diazepino[7,1-a]isoquinolin-5(4H)-one). Isolated yield 56.9%. RXN SMILES: [CH:1]1([C:4]2[N:5]=[CH:6][N:7]([C:9]3[C:24]([CH3:25])=[C:14]4[C:15]5[C:20]([CH2:21][CH2:22][N:13]4[C:12](=[O:26])[CH2:11][N:10]=3)=[C:19](I)[CH:18]=[CH:17][CH:16]=5)[CH:8]=2)[CH2:3][CH2:2]1.[CH3:27][C:28]1[CH:32]=[C:31]([Sn](CCCC)(CCCC)CCCC)[O:30][N:29]=1>O1CCOCC1.C1C=CC([P]([Pd]([P](C2C=CC=CC=2)(C2C=CC=CC=2)C2C=CC=CC=2)([P](C2C=CC=CC=2)(C2C=CC=CC=2)C2C=CC=CC=2)[P](C2C=CC=CC=2)(C2C=CC=CC=2)C2C=CC=CC=2)(C2C=CC=CC=2)C2C=CC=CC=2)=CC=1>[CH:1]1([C:4]2[N:5]=[CH:6][N:7]([C:9]3[C:24]([CH3:25])=[C:14]4[C:15]5[C:20]([CH2:21][CH2:22][N:13]4[C:12](=[O:26])[CH2:11][N:10]=3)=[C:19]([C:31]3[O:30][N:29]=[C:28]([CH3:27])[CH:32]=3)[CH:18]=[CH:17][CH:16]=5)[CH:8]=2)[CH2:3][CH2:2]1 |^1:55,57,76,95|. Procedure details: Example 107. A mixture of 2-(4-cyclopropyl-1H-imidazol-1-yl)-9-iodo-1-methyl-7,8-dihydro-[1,4]diazepino[7,1-a]isoquinolin-5(4H)-one (8 mg, 17 μmol), 3-methyl-5-(tributylstannyl)isoxazole (10 mg, 26 μmol) and Pd(PPh3)4 (1.0 mg, 0.9 μmol) in dioxane (0.2 mL) is heated to 140° C. for 1.5 h under N2 in a microwave reactor. The mixture was then concentrated in vacuo the residue obtained was purified by SFC (column: 2-Ethylpyridine 5 μm, 250×30 mm, 60A, Princeton; eluent: 8% MeOH/CO2 for 1 min, then f...